Dataset: the Open Reaction Database (ORD), a public repository of structured organic reaction records. Task: describe an organic reaction: reactants, conditions, products, and yield Starting materials: CC(=O)O, FC(F)(F)c1ccccc1OC1CCN(c2ccc(Cl)nn2)CC1, [K+], CC(=O)[O-], O. The product is Oc1ccc(N2CCC(Oc3ccccc3C(F)(F)F)CC2)nn1. As a reaction SMILES: [C:30]([OH:31])(=[O:32])[CH3:33].[Cl:1][c:2]1[n:3][n:4][c:5]([N:8]2[CH2:9][CH2:10][CH:11]([O:14][c:15]3[c:16]([C:21]([F:22])([F:23])[F:24])[cH:17][cH:18][cH:19][cH:20]3)[CH2:12][CH2:13]2)[cH:6][cH:7]1.[K+:29].[O-:25][C:26]([CH3:27])=[O:28].[OH2:34]>>[c:2]1([OH:25])[n:3][n:4][c:5]([N:8]2[CH2:9][CH2:10][CH:11]([O:14][c:15]3[c:16]([C:21]([F:22])([F:23])[F:24])[cH:17][cH:18][cH:19][cH:20]3)[CH2:12][CH2:13]2)[cH:6][cH:7]1. Starting materials: FC=1C=CC2=C(NC(O2)=O)C1C (5-Fluoro-4-methyl-2-benzoxazolone), [N+](=O)(O)[O-] (nitric acid). Run in O (water). Conditions: temperature 50 celsius, time 20 minute. Yields the product FC=1C(=CC2=C(NC(O2)=O)C1C)[N+](=O)[O-] (5-Fluoro-4-methyl-6-nitro-2-benzoxazolone). Isolated yield 72.0%. RXN SMILES: [F:1][C:2]1[CH:3]=[CH:4][C:5]2[O:9][C:8](=[O:10])[NH:7][C:6]=2[C:11]=1[CH3:12].[N+:13]([O-])([OH:15])=[O:14]>O>[F:1][C:2]1[C:3]([N+:13]([O-:15])=[O:14])=[CH:4][C:5]2[O:9][C:8](=[O:10])[NH:7][C:6]=2[C:11]=1[CH3:12]. Reported procedure: 5-Fluoro-4-methyl-2-benzoxazolone (Preparation A, 2.01 g, 12 mmoles) was treated with concentrated nitric acid (24 ml) at room temperature under stirring. The mixture was heated to 50° C. and stirring continued for 20 minutes. Ice and water were added to the mixture and the resulting solids were collected, and washed with water and then with ethanol. The crude product was dried under reduced pressure and recrystallized from ethanol to give 1.84 g (72%) of the title compound: m.p. 194°-196° C. Starting materials: C(=O)(O)[O-].[Na+] (NaHCO3), NC1[C@@H]2N(C(C(S2)(C)C)C(=O)O)C1=O (6-Amino-2,2-dimethylpenam-3-carboxylic acid), CS(=O)(=O)[O-].C[N+]1=CN(C2=C1C=CC=C2)OC (1-methyl-3-methoxybenzimidazolium methane-sulphonate). The solvent is P(=O)([O-])([O-])[O-] (phosphate). Conditions: time 6 hour. Yields the product O.O.CC1(S[C@H]2N(C1C(=O)O)C(C2NC2=NC1=C(N2C)C=CC=C1)=O)C (2,2-dimethyl-6-(1-methylbenzimidazol-2-yl)aminopenam-3-carboxylic acid dihydrate). Reaction SMILES: [NH2:1][CH:2]1[C:13](=[O:14])[N:4]2[CH:5]([C:10]([OH:12])=[O:11])[C:6]([CH3:9])([CH3:8])[S:7][C@H:3]12.C([O-])(O)=[O:16].[Na+].CS([O-])(=O)=O.[CH3:25][N+:26]1[C:30]2[CH:31]=[CH:32][CH:33]=[CH:34][C:29]=2[N:28](OC)[CH:27]=1>P([O-])([O-])([O-])=O>[OH2:11].[OH2:16].[CH3:8][C:6]1([CH3:9])[CH:5]([C:10]([OH:12])=[O:11])[N:4]2[C:13](=[O:14])[CH:2]([NH:1][C:27]3[N:26]([CH3:25])[C:30]4[CH:31]=[CH:32][CH:33]=[CH:34][C:29]=4[N:28]=3)[C@H:3]2[S:7]1 |f:1.2,3.4,6.7.8|. Procedure details: 6-Amino-2,2-dimethylpenam-3-carboxylic acid (324 mg.) was dissolved in phosphate buffer at pH 7 using one equivalent of NaHCO3. To the stirred solution was added 1-methyl-3-methoxybenzimidazolium methane-sulphonate and stirring was continued for 6 hours at ambient temperature. The white solid which precipitated was filtered, washed with ice-cold water and dried in vacuo over P2O5 to give 2,2-dimethyl-6-(1-methylbenzimidazol-2-yl)aminopenam-3-carboxylic acid dihydrate (186 mg.) having the followi...